From a dataset of the Open Reaction Database (ORD), a public repository of structured organic reaction records. describe an organic reaction: reactants, conditions, products, and yield The reactants are CCO, Fc1ccc(-c2c(Cl)nc(-c3ccncc3)nc2-c2ccncc2)cc1, [H][H]. The product is Fc1ccc(-c2cnc(-c3ccncc3)nc2-c2ccncc2)cc1. As a reaction SMILES: [CH3:29][CH2:30][OH:31].[Cl:1][c:2]1[n:3][c:4](-[c:21]2[cH:22][cH:23][n:24][cH:25][cH:26]2)[n:5][c:6](-[c:15]2[cH:16][cH:17][n:18][cH:19][cH:20]2)[c:7]1-[c:8]1[cH:9][cH:10][c:11]([F:14])[cH:12][cH:13]1.[H:27][H:28]>>[cH:2]1[n:3][c:4](-[c:21]2[cH:22][cH:23][n:24][cH:25][cH:26]2)[n:5][c:6](-[c:15]2[cH:16][cH:17][n:18][cH:19][cH:20]2)[c:7]1-[c:8]1[cH:9][cH:10][c:11]([F:14])[cH:12][cH:13]1. Starting materials: OC=1C=C2C(CC(OC2=CC1O)(C)C)=O (6,7-dihydroxy-2,2-dimethyl-4-chromanone), C([O-])([O-])=O.[K+].[K+] (potassium carbonate), [I-].[K+] (potassium iodide), BrCCBr (1,2-dibromo ethane). Solvent: CC(=O)CC (methyl-ethyl ketone), CC(=O)CC (methyl-ethylketone). Run at temperature 60 celsius, time 5 hour. Product: C1OC=2C=C3C(CC(OC3=CC2OC1)(C)C)=O (6,7-ethylenedioxy-2,2-dimethyl-4-chromanone). The yield is 80.0%. RXN SMILES: Br[CH2:2][CH2:3]Br.[OH:5][C:6]1[CH:7]=[C:8]2[C:13](=[CH:14][C:15]=1[OH:16])[O:12][C:11]([CH3:18])([CH3:17])[CH2:10][C:9]2=[O:19].C(=O)([O-])[O-].[K+].[K+].[I-].[K+]>CC(CC)=O>[CH2:2]1[CH2:3][O:16][C:15]2[CH:14]=[C:13]3[C:8]([C:9](=[O:19])[CH2:10][C:11]([CH3:17])([CH3:18])[O:12]3)=[CH:7][C:6]=2[O:5]1 |f:2.3.4,5.6|. Procedure details: To a stirred mixture of 100 ml of methyl-ethylketone and 2.6 ml (30 millimoles) of 1,2-dibromo ethane heated to 60° C. 4.2 g (20 millimoles) of 6,7-dihydroxy-2,2-dimethyl-4-chromanone and a suspension of 8.3 g (60 millimoles) of potassium carbonate and 0.5 g of potassium iodide in 100 ml of methyl-ethyl ketone are added dropwise within 3 hours. The reaction mixture is heated to boiling for 5 hours. The inorganic salt is filtered off, washed twice with 20 ml of acetone each and the solvent is rem... Starting materials: BrCCCSC1=C(C=C(C=C1)Cl)C1=CC=CC=C1 (2-(3-bromopropylthio)-5-chlorobiphenyl), NC12CC3CC(CC(C1)C3)C2 (1-aminoadamantane). Yields the product Cl.C12(CC3CC(CC(C1)C3)C2)NCCCSC2=C(C=C(C=C2)Cl)C2=CC=CC=C2 (N-Adamantyl-3-(5-chloro-2-biphenylylthio)propylamine hydrochloride). RXN SMILES: Br[CH2:2][CH2:3][CH2:4][S:5][C:6]1[CH:11]=[CH:10][C:9]([Cl:12])=[CH:8][C:7]=1[C:13]1[CH:18]=[CH:17][CH:16]=[CH:15][CH:14]=1.[NH2:19][C:20]12[CH2:29][CH:24]3[CH2:25][CH:26]([CH2:28][CH:22]([CH2:23]3)[CH2:21]1)[CH2:27]2>>[ClH:12].[C:20]12([NH:19][CH2:2][CH2:3][CH2:4][S:5][C:6]3[CH:11]=[CH:10][C:9]([Cl:12])=[CH:8][C:7]=3[C:13]3[CH:18]=[CH:17][CH:16]=[CH:15][CH:14]=3)[CH2:27][CH:26]3[CH2:25][CH:24]([CH2:23][CH:22]([CH2:28]3)[CH2:21]1)[CH2:29]2 |f:2.3|. Procedure details: A mixture of 15 g. of 2-(3-bromopropylthio)-5-chlorobiphenyl and an excess of 1-aminoadamantane was heated in an oil bath at about 120° C. for about 4 hours. The reaction mixture was worked up and the product was isolated as the hydrochloride acid addition salt in the manner described in previous examples. The product had a melting point of about 304°-305° C., and was identified as N-adamantyl-3-(5-chloro-2-biphenylylthio)propylamine hydrochloride. The reactants are COc1cc(N)cc(OC)c1C(C)C, Cl, [I-], [K+], O=N[O-], [Na+]. The product is COc1cc(I)cc(OC)c1C(C)C. RXN SMILES: [CH:1]([CH3:2])([CH3:3])[c:4]1[c:5]([O:13][CH3:14])[cH:6][c:7]([NH2:12])[cH:8][c:9]1[O:10][CH3:11].[ClH:21].[I-:20].[K+:19].[N:15]([O-:16])=[O:17].[Na+:18]>>[CH:1]([CH3:2])([CH3:3])[c:4]1[c:5]([O:13][CH3:14])[cH:6][c:7]([I:20])[cH:8][c:9]1[O:10][CH3:11].